Dataset: the Open Reaction Database (ORD), a public repository of structured organic reaction records. Task: describe an organic reaction: reactants, conditions, products, and yield The reactants are C(C=C(C)CCC=C(C)CCC=C(C)C)Br (farnesyl bromide), O (water), C(CC(=O)OCC)(=O)OCC (diethyl malonate), [Na] (sodium). Run in C(C)O (ethanol). The product is C(C=C(C)CCC=C(C)CCC=C(C)C)C(C(=O)OCC)C(=O)OCC (diethyl farnesylmalonate). The yield is 59.0%. RXN SMILES: [CH2:1](Br)[CH:2]=[C:3]([CH2:5][CH2:6][CH:7]=[C:8]([CH2:10][CH2:11][CH:12]=[C:13]([CH3:15])[CH3:14])[CH3:9])[CH3:4].[C:17]([O:25][CH2:26][CH3:27])(=[O:24])[CH2:18][C:19]([O:21][CH2:22][CH3:23])=[O:20].[Na].O>C(O)C>[CH2:1]([CH:18]([C:19]([O:21][CH2:22][CH3:23])=[O:20])[C:17]([O:25][CH2:26][CH3:27])=[O:24])[CH:2]=[C:3]([CH2:5][CH2:6][CH:7]=[C:8]([CH2:10][CH2:11][CH:12]=[C:13]([CH3:15])[CH3:14])[CH3:9])[CH3:4] |^1:27|. Reported procedure: Then, 501 g of farnesyl bromide as mentioned above and 285 g of diethyl malonate in 1,500 ml of ethanol were subjected to a condensation reaction in the presence of 37.1 g of metallic sodium. The reaction mixture was poured into water and extracted with ether. The organic layer was dried over anhydrous sodium sulfate. After removing the solvent, the residue was fractionated in vacuo to give 378 g of diethyl farnesylmalonate, b.p. 155° - 160° C. (0.2 mmHg). This product was saponified and decarbo... The reactants are [SH3+] (sulfonium), [Cl-].C(C)(C)(C)N(C1=CC=CC=C1)[S+](C)C (N-t-butyl anilino dimethyl sulfonium chloride), FC(C(=O)[O-])(F)F (trifluoroacetate). The reagents and catalysts are FC(C(=O)[O-])(F)F.[Ag+] (silver trifluoroacetate). Solvent: CO (CH3OH), CO (methanol). Run at time 2 hour. Yields the product FC(C(=O)[O-])(F)F.C(C)(C)(C)N(C1=CC=CC=C1)[S+](C)C (N-t-butyl anilino dimethyl sulfonium trifluoroacetate). Isolated yield 76.0%. RXN SMILES: [Cl-].[C:2]([N:6]([S+:13]([CH3:15])[CH3:14])[C:7]1[CH:12]=[CH:11][CH:10]=[CH:9][CH:8]=1)([CH3:5])([CH3:4])[CH3:3].[SH3+].[F:17][C:18]([F:23])([F:22])[C:19]([O-:21])=[O:20]>CO.FC(F)(F)C([O-])=O.[Ag+]>[F:17][C:18]([F:23])([F:22])[C:19]([O-:21])=[O:20].[C:2]([N:6]([S+:13]([CH3:15])[CH3:14])[C:7]1[CH:12]=[CH:11][CH:10]=[CH:9][CH:8]=1)([CH3:5])([CH3:4])[CH3:3] |f:0.1,5.6,7.8|. Procedure: In a suitable reaction vessel, 5.40 grams (0.0220 mole) of N-t-butyl anilino dimethyl sulfonium chloride was dissolved in 50 ml of dry methanol; 4.86 grams (0.0220 mole) of silver trifluoroacetate was dissolved in 50 ml of dry CH3OH and added to the sulfonium salt solution over a period of about 3 minutes. Upon commencement of the addition of the trifluoroacetate solution, a white precipitate formed. After 2 hours at room temperature, the AgCl was filtered off, and CH3OH removed by rotatory evap... Reactants: OC=1C=C(C=CC1)OC(C)=O (acetic acid 3-hydroxyphenyl ester), C([O-])([O-])=O.[K+].[K+] (potassium carbonate), ClCC=1N=C(OC1C)C1=CC=CC=C1 (4-chloromethyl-5-methyl-2-phenyl-oxazole). Yields the product CC1=C(N=C(O1)C1=CC=CC=C1)COC=1C=C(C=CC1)OC(C)=O (acetic acid-3-(5-methyl-2-phenyl-oxazol-4-ylmethoxy)-phenyl ester). Procedure: To a stirred solution of acetic acid 3-hydroxyphenyl ester (5.0 g, 32.86 mmol) and potassium carbonate (6.8 g, 49.3 mmol) in DMF (40 mL) is added 4-chloromethyl-5-methyl-2-phenyl-oxazole (6.8 g, 32.86 mmol) at RT. The reaction mixture is stirred for 3 h at RT followed by 24 h at 70° C. The reaction mixture is cooled to RT, diluted with ethyl acetate, washed with water and brine, dried over anhydrous magnesium sulfate and concentrated at reduced pressure. The crude product is purified on a Biotag... As a reaction SMILES: [OH:1][C:2]1[CH:3]=[C:4]([O:8][C:9](=[O:11])[CH3:10])[CH:5]=[CH:6][CH:7]=1.C(=O)([O-])[O-].[K+].[K+].Cl[CH2:19][C:20]1[N:21]=[C:22]([C:26]2[CH:31]=[CH:30][CH:29]=[CH:28][CH:27]=2)[O:23][C:24]=1[CH3:25]>CN(C=O)C.C(OCC)(=O)C>[CH3:25][C:24]1[O:23][C:22]([C:26]2[CH:27]=[CH:28][CH:29]=[CH:30][CH:31]=2)=[N:21][C:20]=1[CH2:19][O:1][C:2]1[CH:3]=[C:4]([O:8][C:9](=[O:11])[CH3:10])[CH:5]=[CH:6][CH:7]=1 |f:1.2.3|. Run in C(C)(=O)OCC (ethyl acetate), CN(C)C=O (DMF). Run at time 3 hour. The reactants are C1CCOC1, CC(C)(C)[O-], Cc1ccc2ccccc2c1CC(C)O, O=[N+]([O-])c1ccccc1F, [K+]. The product is Cc1ccc2ccccc2c1CC(C)Oc1ccccc1[N+](=O)[O-]. Reaction SMILES: [CH2:32]1[O:33][CH2:34][CH2:35][CH2:36]1.[CH3:16][C:17]([CH3:18])([O-:19])[CH3:20].[CH3:1][c:2]1[c:3]([CH2:12][CH:13]([CH3:14])[OH:15])[c:4]2[cH:5][cH:6][cH:7][cH:8][c:9]2[cH:10][cH:11]1.[F:22][c:23]1[c:24]([N+:29](=[O:30])[O-:31])[cH:25][cH:26][cH:27][cH:28]1.[K+:21]>>[CH3:1][c:2]1[c:3]([CH2:12][CH:13]([CH3:14])[O:15][c:23]2[c:24]([N+:29](=[O:30])[O-:31])[cH:25][cH:26][cH:27][cH:28]2)[c:4]2[cH:5][cH:6][cH:7][cH:8][c:9]2[cH:10][cH:11]1.